This data is from the Open Reaction Database (ORD), a public repository of structured organic reaction records. The task is: describe an organic reaction: reactants, conditions, products, and yield Solvent: C1=CC=CC=2NC3=CC=CC=C3C(C12)=O (acridone). Reactants: C1=CC=C(C2=NC3=CC=CC=C3C=C12)C(=O)OC (methyl acridine-4-carboxylate), [OH-].[Na+] (NaOH), CC(=O)O (AcOH). Run at temperature 50 celsius, time 3 hour. Yields the product C1=CC=C(C2=NC3=CC=CC=C3C=C12)C(=O)O (acridine-4-carboxylic acid). Reaction SMILES: [CH:1]1[C:14]2[C:5](=[N:6][C:7]3[C:12]([CH:13]=2)=[CH:11][CH:10]=[CH:9][CH:8]=3)[C:4]([C:15]([O:17]C)=[O:16])=[CH:3][CH:2]=1.[OH-].[Na+].CC(O)=O>C1C2C(=O)C3C(=CC=CC=3)NC=2C=CC=1>[CH:1]1[C:14]2[C:5](=[N:6][C:7]3[C:12]([CH:13]=2)=[CH:11][CH:10]=[CH:9][CH:8]=3)[C:4]([C:15]([OH:17])=[O:16])=[CH:3][CH:2]=1 |f:1.2|. Isolated yield 87.0%. Reported procedure: To methyl acridine-4-carboxylate, prepared in Example 4,(183 mg), was added a degassed solution of NaOH in aqueous EtOH (1:1,2M)(35 ml). The mixture was stirred for 3 hours at 50° C., when a clear solution was obtained, then neutralised with glacial AcOH. Extraction with EtOAc (3×15 50 ml) followed by chromatography on silica gel, eluting with EtOAc/petroleum ether (1:4), gave acridine-4-carboxylic acid (160 mg, 87%), mp (Me2CO) 196-197° C. (lit, mp 202-204° C.). The reactants are ClC=1C(=NN(C1C)C1=C(C=C(C(=O)NS(=O)(=O)C2=CC=C3C=CC(=CC3=C2)C(=O)OCC)C=C1)C(=O)N1CC2=CC=CC=C2CC1)C(N(CCCC)CCCC)=O (ethyl 7-(N-(4-(4-chloro-3-(dibutylcarbamoyl)-5-methyl-1H-pyrazol-1-yl)-3-(1,2,3,4-tetrahydroisoquinoline-2-carbonyl)benzoyl)sulfamoyl)-2-naphthoate), [Li+].[OH-] (LiOH). The solvent is CCO (EtOH), C1CCOC1 (THF). Conditions: temperature 40 celsius, time 2 hour. Product: ClC=1C(=NN(C1C)C1=C(C=C(C(=O)NS(=O)(=O)C2=CC=C3C=CC(=CC3=C2)C(=O)O)C=C1)C(=O)N1CC2=CC=CC=C2CC1)C(N(CCCC)CCCC)=O (7-(N-(4-(4-Chloro-3-(dibutylcarbamoyl)-5-methyl-1H-pyrazol-1-yl)-3-(1,2,3,4-tetrahydroisoquinoline-2-carbonyl)benzoyl)sulfamoyl)-2-naphthoic acid). Isolated yield 72.7%. RXN SMILES: [Cl:1][C:2]1[C:3]([C:47](=[O:57])[N:48]([CH2:53][CH2:54][CH2:55][CH3:56])[CH2:49][CH2:50][CH2:51][CH3:52])=[N:4][N:5]([C:8]2[CH:34]=[CH:33][C:11]([C:12]([NH:14][S:15]([C:18]3[CH:27]=[C:26]4[C:21]([CH:22]=[CH:23][C:24]([C:28]([O:30]CC)=[O:29])=[CH:25]4)=[CH:20][CH:19]=3)(=[O:17])=[O:16])=[O:13])=[CH:10][C:9]=2[C:35]([N:37]2[CH2:46][CH2:45][C:44]3[C:39](=[CH:40][CH:41]=[CH:42][CH:43]=3)[CH2:38]2)=[O:36])[C:6]=1[CH3:7].[Li+].[OH-]>CCO.C1COCC1>[Cl:1][C:2]1[C:3]([C:47](=[O:57])[N:48]([CH2:53][CH2:54][CH2:55][CH3:56])[CH2:49][CH2:50][CH2:51][CH3:52])=[N:4][N:5]([C:8]2[CH:34]=[CH:33][C:11]([C:12]([NH:14][S:15]([C:18]3[CH:27]=[C:26]4[C:21]([CH:22]=[CH:23][C:24]([C:28]([OH:30])=[O:29])=[CH:25]4)=[CH:20][CH:19]=3)(=[O:17])=[O:16])=[O:13])=[CH:10][C:9]=2[C:35]([N:37]2[CH2:46][CH2:45][C:44]3[C:39](=[CH:40][CH:41]=[CH:42][CH:43]=3)[CH2:38]2)=[O:36])[C:6]=1[CH3:7] |f:1.2|. Procedure details: To a solution of ethyl 7-(N-(4-(4-chloro-3-(dibutylcarbamoyl)-5-methyl-1H-pyrazol-1-yl)-3-(1,2,3,4-tetrahydroisoquinoline-2-carbonyl)benzoyl)sulfamoyl)-2-naphthoate (Example 16, 84 mg, 0.10 mmol) in EtOH (0.5 mL) and THF (0.5 mL) was added 2N LiOH (0.5 mL, 1.03 mmol). The reaction mixture was stirred for 2 h at 40° C., concentrated to remove volatiles, diluted with water and quenched with 1N HCl. The solution was concentrated in vacuo and purified by preparative HPLC to afford the title compound... Starting materials: C(C)C(C(=O)O)CCCC (2-ethylhexanoic acid), C(C)(=O)[O-].[Y+3].C(C)(=O)[O-].C(C)(=O)[O-] (yttrium acetate), C(C)C(C(=O)O)CCCC (2-ethylhexanoic acid). Product: C(C)C(C(=O)[O-])CCCC.C(C)C(C(=O)[O-])CCCC.C(C)C(C(=O)[O-])CCCC.[Y+3] (yttrium tri(2-ethylhexanoate)). Reaction SMILES: C([O-])(=O)C.[Y+3:5].C([O-])(=O)C.C([O-])(=O)C.[CH2:14]([CH:16]([CH2:20][CH2:21][CH2:22][CH3:23])[C:17]([OH:19])=[O:18])[CH3:15]>>[CH2:14]([CH:16]([CH2:20][CH2:21][CH2:22][CH3:23])[C:17]([O-:19])=[O:18])[CH3:15].[CH2:14]([CH:16]([CH2:20][CH2:21][CH2:22][CH3:23])[C:17]([O-:19])=[O:18])[CH3:15].[CH2:14]([CH:16]([CH2:20][CH2:21][CH2:22][CH3:23])[C:17]([O-:19])=[O:18])[CH3:15].[Y+3:5] |f:0.1.2.3,5.6.7.8|. Procedure: A yyttrium containing solution was prepared by mixing and reacting yttrium acetate with a stoichiometric excess of 2-ethylhexanoic acid to produce yttrium tri(2-ethylhexanoate) in 2-ethylhexanoic acid. The resulting solution contained 7.01 percent by weight yttrium, based on total weight. Starting materials: N1N=CC(=C1)C=1C2=C(N=CN1)N(C=C2)COCC[Si](C)(C)C (4-(1H-pyrazol-4-yl)-7-{[2-(trimethylsilyl)ethoxy]methyl}-7H-pyrrolo[2,3-d]pyrimidine), CN(C=O)C (N,N-dimethylformamide), [H-].[Na+] (sodium hydride), BrC(C(=O)OCC)CC (ethyl 2-bromobutyrate). The solvent is O (water), C(C)(=O)OCC (ethyl acetate). Reaction conditions: time 15 minute. The product is C[Si](CCOCN1C=CC2=C1N=CN=C2C=2C=NN(C2)C(C(=O)OCC)CC)(C)C (Ethyl 2-(4-(7-((2-(trimethylsilyl)ethoxy)methyl)-7H-pyrrolo[2,3-d]pyrimidin-4-yl)-1H-pyrazol-1-yl)butanoate). The yield is 111.6%. RXN SMILES: [NH:1]1[CH:5]=[C:4]([C:6]2[C:7]3[CH:14]=[CH:13][N:12]([CH2:15][O:16][CH2:17][CH2:18][Si:19]([CH3:22])([CH3:21])[CH3:20])[C:8]=3[N:9]=[CH:10][N:11]=2)[CH:3]=[N:2]1.CN(C)C=O.[H-].[Na+].Br[CH:31]([CH2:37][CH3:38])[C:32]([O:34][CH2:35][CH3:36])=[O:33]>O.C(OCC)(=O)C>[CH3:20][Si:19]([CH3:22])([CH3:21])[CH2:18][CH2:17][O:16][CH2:15][N:12]1[C:8]2[N:9]=[CH:10][N:11]=[C:6]([C:4]3[CH:5]=[N:1][N:2]([CH:31]([CH2:37][CH3:38])[C:32]([O:34][CH2:35][CH3:36])=[O:33])[CH:3]=3)[C:7]=2[CH:14]=[CH:13]1 |f:2.3|. Reported procedure: To a 0° C. solution of 4-(1H-pyrazol-4-yl)-7-{[2-(trimethylsilyl)ethoxy]methyl}-7H-pyrrolo[2,3-d]pyrimidine (2.0 g, 0.0063 mol) in N,N-dimethylformamide (40 mL, 0.5 mol) was added sodium hydride (0.30 g, 0.0076 mol). After 15 minutes, ethyl 2-bromobutyrate (1.4 mL, 0.0095 mol) was added. After 4.5 hours, ethyl acetate and water were added. The organic phase was washed with water twice and saturated NaCl. The organic phase was then and the solvent was removed by rotary evaporation to give 3.02 g ... Reactants: N#CCBr, COCOc1ccc(Br)cc1C(CO)(NS(=O)C(C)(C)C)c1cc(N2CCOCC2)nc(F)c1Cl, C1CCOC1, [Cl-], [Li+], [NH4+], [OH-], O. Yields the product COCOc1ccc(Br)cc1C(COCC#N)(NS(=O)C(C)(C)C)c1cc(N2CCOCC2)nc(F)c1Cl. RXN SMILES: [Br:39][CH2:40][C:41]#[N:42].[Br:4][c:5]1[cH:6][cH:7][c:8]([O:35][CH2:36][O:37][CH3:38])[c:9]([C:11]([CH2:12][OH:13])([c:14]2[c:15]([Cl:27])[c:16]([F:26])[n:17][c:18]([N:20]3[CH2:21][CH2:22][O:23][CH2:24][CH2:25]3)[cH:19]2)[NH:28][S:29](=[O:30])[C:31]([CH3:32])([CH3:33])[CH3:34])[cH:10]1.[CH2:45]1[O:46][CH2:47][CH2:48][CH2:49]1.[Cl-:43].[Li+:3].[NH4+:44].[OH-:2].[OH2:1]>>[Br:4][c:5]1[cH:6][cH:7][c:8]([O:35][CH2:36][O:37][CH3:38])[c:9]([C:11]([CH2:12][O:13][CH2:40][C:41]#[N:42])([c:14]2[c:15]([Cl:27])[c:16]([F:26])[n:17][c:18]([N:20]3[CH2:21][CH2:22][O:23][CH2:24][CH2:25]3)[cH:19]2)[NH:28][S:29](=[O:30])[C:31]([CH3:32])([CH3:33])[CH3:34])[cH:10]1. Reactants: suspension, [H-].[Na+] (sodium hydride), OC1=NC=CC(=C1[N+](=O)[O-])O (2,4-dihydroxy-3-nitro-pyridine), C(C1=CC=CC=C1)Br (benzylbromide), O (water). The solvent is paraffin, CN(C=O)C (dimethylformamide). Run at time 15 minute. The product is C(C1=CC=CC=C1)N1C(C(=C(C=C1)OCC1=CC=CC=C1)[N+](=O)[O-])=O (1-benzyl-4-benzyloxy-3-nitro-pyridin-2-one). Reaction SMILES: [OH:1][C:2]1[C:7]([N+:8]([O-:10])=[O:9])=[C:6]([OH:11])[CH:5]=[CH:4][N:3]=1.[H-].[Na+].[CH2:14](Br)[C:15]1[CH:20]=[CH:19][CH:18]=[CH:17][CH:16]=1.O>CN(C)C=O>[CH2:14]([N:3]1[CH:4]=[CH:5][C:6]([O:11][CH2:14][C:15]2[CH:20]=[CH:19][CH:18]=[CH:17][CH:16]=2)=[C:7]([N+:8]([O-:10])=[O:9])[C:2]1=[O:1])[C:15]1[CH:20]=[CH:19][CH:18]=[CH:17][CH:16]=1 |f:1.2|. Procedure details: A solution of 4.68 g (30 mmol) of 2,4-dihydroxy-3-nitro-pyridine in 100 ml of dimethylformamide was combined batchwise at ambient temperature with 2.88 g (60 mmol) of a 50% suspension of sodium hydride in paraffin oil and stirred for 15 minutes. Then 8.91 ml (75 mmol) of benzylbromide were added and the mixture was stirred for 24 hours at 80° C. The solution was then carefully stirred into approx. 250 ml of water and extracted three times with 70 ml of ethyl acetate. The extracts were washed wit... Starting materials: C1(=CC=C(C=C1)S(=O)(=O)Cl)C (p-Toluenesulfonyl chloride), O (Water), [OH-].[NH4+] (ammonium hydroxide), C(C1=CC=CC=C1)OC=1C=CC=2C3=C(C=[N+](C2C1)[O-])N=C(N3CC(C)(C)NS(=O)(=O)C)COCC (N-[2-(7-benzyloxy-2-ethoxymethyl-5-oxido-1H-imidazo[4,5-c]quinolin-1-yl)-1,1-dimethylethyl]methanesulfonamide). Run in CO (methanol), ClCCl (dichloromethane), C(Cl)(Cl)Cl (chloroform). Run at time 1 hour. Yields the product NC1=NC=2C=C(C=CC2C2=C1N=C(N2CC(C)(C)NS(=O)(=O)C)COCC)OCC2=CC=CC=C2 (N-[2-(4-amino-7-benzyloxy-2-ethoxymethyl-1H-imidazo[4,5-c]quinolin-1-yl)-1,1-dimethylethyl]methanesulfonamide). RXN SMILES: [OH-].[NH4+:2].[CH2:3]([O:10][C:11]1[CH:12]=[CH:13][C:14]2[C:15]3[N:24]([CH2:25][C:26]([NH:29][S:30]([CH3:33])(=[O:32])=[O:31])([CH3:28])[CH3:27])[C:23]([CH2:34][O:35][CH2:36][CH3:37])=[N:22][C:16]=3[CH:17]=[N+:18]([O-])[C:19]=2[CH:20]=1)[C:4]1[CH:9]=[CH:8][CH:7]=[CH:6][CH:5]=1.C1(C)C=CC(S(Cl)(=O)=O)=CC=1.O>ClCCl.C(Cl)(Cl)Cl.CO>[NH2:2][C:17]1[C:16]2[N:22]=[C:23]([CH2:34][O:35][CH2:36][CH3:37])[N:24]([CH2:25][C:26]([NH:29][S:30]([CH3:33])(=[O:32])=[O:31])([CH3:28])[CH3:27])[C:15]=2[C:14]2[CH:13]=[CH:12][C:11]([O:10][CH2:3][C:4]3[CH:9]=[CH:8][CH:7]=[CH:6][CH:5]=3)=[CH:20][C:19]=2[N:18]=1 |f:0.1|. Procedure details: Concentrated ammonium hydroxide (3 to 4 mL) was added to a solution of N-[2-(7-benzyloxy-2-ethoxymethyl-5-oxido-1H-imidazo[4,5-c]quinolin-1-yl)-1,1-dimethylethyl]methanesulfonamide (1.75 g, 3.51 mmol) in dichloromethane (35 mL) with rapid stirring. p-Toluenesulfonyl chloride (670 mg, 3.51 mmol) was added. The reaction was stirred for one hour; a precipitate formed. Water (100 mL) was added, and the dichloromethane was removed under reduced pressure. Dichloromethane (5 mL) was then added with rap... Starting materials: C=O, CCNC1CCCCC1. The product is CCN(C)C1CCCCC1. RXN SMILES: [CH2:10]=[O:11].[CH2:1]([CH3:2])[NH:3][CH:4]1[CH2:5][CH2:6][CH2:7][CH2:8][CH2:9]1>>[CH2:1]([CH3:2])[N:3]([CH:4]1[CH2:5][CH2:6][CH2:7][CH2:8][CH2:9]1)[CH3:10]. The reactants are C(C)OC([C@@](CCCCB1OC(C(O1)(C)C)(C)C)(CCN1CCCC1)NC(=O)OC(C)(C)C)=O ((R)-2-tert-butoxycarbonylamino-2-(2-pyrrolidin-1-yl-ethyl)-6-(4,4,5,5-tetramethyl-[1,3,2]-dioxa-borolan-2-yl)-hexanoic acid ethyl ester), Cl (hydrochloric acid). Solvent: O (water). The product is Cl.Cl.C(CCCCC)(=O)O (hexanoic acid dihydrochloride). As a reaction SMILES: C([O:3][C:4](=[O:34])[C@:5](NC(OC(C)(C)C)=O)(CCN1CCCC1)[CH2:6][CH2:7][CH2:8][CH2:9]B1OC(C)(C)C(C)(C)O1)C.[ClH:35]>O>[ClH:35].[ClH:35].[C:4]([OH:34])(=[O:3])[CH2:5][CH2:6][CH2:7][CH2:8][CH3:9] |f:3.4.5|. Procedure: A solution of (R)-2-tert-butoxycarbonylamino-2-(2-pyrrolidin-1-yl-ethyl)-6-(4,4,5,5-tetramethyl-[1,3,2]-dioxa-borolan-2-yl)-hexanoic acid ethyl ester (98 mg) in 6 N hydrochloric acid (5 mL) was stirred at 95° C. overnight. After cooling to room temperature, the reaction mixture was transferred to a separatory funnel, diluted with deionized water (5 mL) and washed with dichloromethane (3×). The aqueous layer was frozen in liquid nitrogen and lyophilized to give 2-amino-6-borono-2-[2-pyrrolidin-1-...